This data is from the Open Reaction Database (ORD), a public repository of structured organic reaction records. The task is: describe an organic reaction: reactants, conditions, products, and yield Starting materials: O1CCNC2=C1C=CC=C2 (3,4-dihydro-2H-benzo[1,4]oxazine), C(C)(C)N(CC)C(C)C (diisopropylethylamine), N1CC(=CC1)OS(=O)(=O)C(F)(F)F (trifluoromethanesulfonic acid 2,5-dihydro-1H-pyrrol-3-yl ester), C(C)(C)N(CC)C(C)C (diisopropylethylamine), ClC(Cl)(OC(OC(Cl)(Cl)Cl)=O)Cl (triphosgene). The solvent is ClCCl (dichloromethane). Reaction conditions: time 3 hour. The product is O1CCN(C2=C1C=CC=C2)C(=O)N2CC(=CC2)OS(=O)(=O)C(F)(F)F (trifluoromethanesulfonic acid 1-(2,3-dihydrobenzo[1,4]oxazine-4-carbonyl)-2,5-dihydro-1H-pyrrol-3-yl ester). The yield is 116.2%. RXN SMILES: [O:1]1[C:6]2[CH:7]=[CH:8][CH:9]=[CH:10][C:5]=2[NH:4][CH2:3][CH2:2]1.C(N(C(C)C)CC)(C)C.Cl[C:21](Cl)([O:23]C(=O)OC(Cl)(Cl)Cl)Cl.[NH:32]1[CH2:36][CH:35]=[C:34]([O:37][S:38]([C:41]([F:44])([F:43])[F:42])(=[O:40])=[O:39])[CH2:33]1>ClCCl>[O:1]1[C:6]2[CH:7]=[CH:8][CH:9]=[CH:10][C:5]=2[N:4]([C:21]([N:32]2[CH2:36][CH:35]=[C:34]([O:37][S:38]([C:41]([F:42])([F:43])[F:44])(=[O:39])=[O:40])[CH2:33]2)=[O:23])[CH2:3][CH2:2]1. Procedure: 2.7 g of 3,4-dihydro-2H-benzo[1,4]oxazine and 50 ml of dichloromethane are introduced into a 250 ml three-necked flask equipped with a magnetic stirrer and placed under an inert atmosphere. After cooling to +4° C., 9.92 ml of diisopropylethylamine and 2.97 g of triphosgene are successively added. The reaction medium is stirred at ambient temperature for 3 h. 4.52 ml of diisopropylethylamine and 3.04 g of trifluoromethanesulfonic acid 2,5-dihydro-1H-pyrrol-3-yl ester are then introduced and the m... Starting materials: COC(CC(CC(\C=C\[Sn](CCCC)(CCCC)CCCC)O)=O)=O (E-methyl-5-hydroxy-3-oxo-7-tributylstannyl-6-heptenoate), C(C)B(CC)CC (triethylborane), OO (hydrogen peroxide), [BH4-].[Na+] (sodium borohydride). Solvent: CCOCC (ether), O1CCCC1 (tetrahydrofuran), O1CCCC1 (tetrahydrofuran), O (water), CO (methanol). Conditions: temperature -78 celsius, time 20 minute. The product is OC(CC(=O)OC)CC(\C=C\[Sn](CCCC)(CCCC)CCCC)O (E-methyl 3,5-dihydroxy-7-tributylstannyl-6-heptenoate). Reaction SMILES: [CH3:1][O:2][C:3](=[O:25])[CH2:4][C:5](=[O:24])[CH2:6][CH:7]([OH:23])/[CH:8]=[CH:9]/[Sn:10]([CH2:19][CH2:20][CH2:21][CH3:22])([CH2:15][CH2:16][CH2:17][CH3:18])[CH2:11][CH2:12][CH2:13][CH3:14].C(B(CC)CC)C.[BH4-].[Na+].OO>O1CCCC1.O.CCOCC.CO>[OH:24][CH:5]([CH2:6][CH:7]([OH:23])/[CH:8]=[CH:9]/[Sn:10]([CH2:19][CH2:20][CH2:21][CH3:22])([CH2:11][CH2:12][CH2:13][CH3:14])[CH2:15][CH2:16][CH2:17][CH3:18])[CH2:4][C:3]([O:2][CH3:1])=[O:25] |f:2.3|. Reported procedure: A mixture of E-methyl-5-hydroxy-3-oxo-7-tributylstannyl-6-heptenoate (7.19 g) and 1M triethylborane in tetrahydrofuran (23.4 ml) in anhydrous tetrahydrofuran (40 ml) is stirred at 20°-25° C. for about 20 minutes. The mixture is cooled to -78° C., sodium borohydride (0.677 g) added, stirred for 10 minutes, methanol (15 ml) added over about 30 minutes maintaining temperature below -68° C. and stirred at -78° C. for about 2 hours. The mixture is allowed to warm to -60° C. and 30% hydrogen peroxide ... Starting materials: ClC1=C(C=CC=C1)C1=CC(=C(C=C1Cl)C=C)N (2′,6-dichloro-4-vinyl-[1,1′-biphenyl]-3-amine), [BH4-].[Na+] (NaBH4). Reagents/catalysts: Cl[Cu] (CuCl). Solvent: CO (MeOH). Reaction conditions: time 20 minute. Product: ClC1=C(C=CC=C1)C1=CC(=C(C=C1Cl)CC)N (2′,6-Dichloro-4-ethyl-[1,1′-biphenyl]-3-amine). The yield is 59.3%. As a reaction SMILES: [Cl:1][C:2]1[CH:7]=[CH:6][CH:5]=[CH:4][C:3]=1[C:8]1[C:13]([Cl:14])=[CH:12][C:11]([CH:15]=[CH2:16])=[C:10]([NH2:17])[CH:9]=1.[BH4-].[Na+]>CO.Cl[Cu]>[Cl:1][C:2]1[CH:7]=[CH:6][CH:5]=[CH:4][C:3]=1[C:8]1[C:13]([Cl:14])=[CH:12][C:11]([CH2:15][CH3:16])=[C:10]([NH2:17])[CH:9]=1 |f:1.2|. Procedure: A mixture of 2′,6-dichloro-4-vinyl-[1,1′-biphenyl]-3-amine (500 mg, 1.9 mmol), CuCl (225 mg, 2.28 mmol) in MeOH (10 mL) at 0° C., NaBH4 (722 mg, 19 mmol) was added in portions and the resulting mixture was stirred at room temperature for 20 min. The reaction was quenched with water and extracted with ethyl acetate. The organic layer was washed with brine, dried over Na2SO4 and concentrated in vacuo. The residue was purified by flash column chromatography on silica gel (petroleum ether/ethyl acet... Starting materials: CCOC(C)=O, Cc1ccc([N+](=O)[O-])cc1N1Cc2cnc(S(C)(=O)=O)nc2NC1=O, [H-], CI, [Na+], CN(C)C=O. Yields the product Cc1ccc([N+](=O)[O-])cc1N1Cc2cnc(S(C)(=O)=O)nc2N(C)C1=O. Reaction SMILES: [CH3:35][CH2:36][O:37][C:38](=[O:39])[CH3:40].[CH3:3][S:4](=[O:5])(=[O:6])[c:7]1[n:8][cH:9][c:10]2[c:11]([n:12]1)[NH:13][C:14](=[O:27])[N:15]([c:17]1[c:18]([CH3:26])[cH:19][cH:20][c:21]([N+:23](=[O:24])[O-:25])[cH:22]1)[CH2:16]2.[H-:2].[I:28][CH3:29].[Na+:1].[O:30]=[CH:31][N:32]([CH3:33])[CH3:34]>>[CH3:3][S:4](=[O:5])(=[O:6])[c:7]1[n:8][cH:9][c:10]2[c:11]([n:12]1)[N:13]([CH3:29])[C:14](=[O:27])[N:15]([c:17]1[c:18]([CH3:26])[cH:19][cH:20][c:21]([N+:23](=[O:24])[O-:25])[cH:22]1)[CH2:16]2. Reactants: Cl (hydrochloride), COC1=CC=C(C=C1)[C@@H]1SC2=C(NC([C@@H]1OC(C)=O)=O)C=CC(=C2)Cl ((+)-cis-2-(4-methoxyphenyl)-3-acetoxy-8-chloro-2,3-dihydro-1,5-benzothiazepin-4(5H)-one), Cl.CN(CCCl)C (2-(dimethylamino)ethyl chloride hydrochloride), C([O-])([O-])=O.[K+].[K+] (potassium carbonate). Solvent: CC(=O)C (acetone). Product: Cl.COC1=CC=C(C=C1)[C@@H]1SC2=C(N(C([C@@H]1OC(C)=O)=O)CCN(C)C)C=CC(=C2)Cl ((+)-cis-2-(4-methoxyphenyl)-3-acetoxy-5-[2-(dimethylamino)ethyl]-8-chloro-2,3-dihydro-1,5-benzothiazepin-4(5H)-one hydrochloride). Isolated yield 171.7%. Reaction SMILES: [CH3:1][O:2][C:3]1[CH:8]=[CH:7][C:6]([C@H:9]2[C@@H:15]([O:16][C:17](=[O:19])[CH3:18])[C:14](=[O:20])[NH:13][C:12]3[CH:21]=[CH:22][C:23]([Cl:25])=[CH:24][C:11]=3[S:10]2)=[CH:5][CH:4]=1.Cl.[CH3:27][N:28]([CH3:32])[CH2:29][CH2:30]Cl.C(=O)([O-])[O-].[K+].[K+].Cl>CC(C)=O>[ClH:25].[CH3:1][O:2][C:3]1[CH:4]=[CH:5][C:6]([C@H:9]2[C@@H:15]([O:16][C:17](=[O:19])[CH3:18])[C:14](=[O:20])[N:13]([CH2:30][CH2:29][N:28]([CH3:32])[CH3:27])[C:12]3[CH:21]=[CH:22][C:23]([Cl:25])=[CH:24][C:11]=3[S:10]2)=[CH:7][CH:8]=1 |f:1.2,3.4.5,8.9|. Procedure: A mixture of 3.4 g of (+)-cis-2-(4-methoxyphenyl)-3-acetoxy-8-chloro-2,3-dihydro-1,5-benzothiazepin-4(5H)-one, 1.5 g of 2-(dimethylamino)ethyl chloride hydrochloride, 3.23 g of potassium carbonate and 80 ml of acetone is treated in the same manner as described in Example 1. The product thus obtained is converted into its hydrochloride and recrystallized from a mixture of acetone and ethanol. 3.75 g of (+)-cis-2-(4-methoxyphenyl)-3-acetoxy-5-[2-(dimethylamino)ethyl]-8-chloro-2,3-dihydro-1,5-benzo... Reactants: [Li] (lithium), C1(C=2C(C(=O)O1)=CC=CC2)=O (phthalic anhydride), 0.5-N, Cl (hydrochloric acid), C(CCC)[Li] (normal butyllithium), resultant solution, O1C=CC=C1 (furan). Run in O1CCCC1 (tetrahydrofuran), O1CCCC1 (tetrahydrofuran). Run at time 1 hour. The product is O1C(=CC=C1)C(=O)C1=C(C(=O)O)C=CC=C1 (o-(2-furoyl) benzoic acid). Yield: 18.5%. As a reaction SMILES: [O:1]1[CH:5]=[CH:4][CH:3]=[CH:2]1.C([Li])CCC.[Li].[C:12]1(=[O:22])[O:17][C:15](=[O:16])[C:14]2=[CH:18][CH:19]=[CH:20][CH:21]=[C:13]12.Cl>O1CCCC1>[O:1]1[CH:5]=[CH:4][CH:3]=[C:2]1[C:12]([C:13]1[CH:21]=[CH:20][CH:19]=[CH:18][C:14]=1[C:15]([OH:17])=[O:16])=[O:22] |^1:10|. Reported procedure: 3.4 g of furan was dissolved in 30 ml of tetrahydrofuran, and the solution was added dropwise to 34 ml of normal butyllithium (1.6M, hexane solution) at -40° C. After stirring the resultant solution at 0° C. for 4 hours, the lithium reagent was added dropwise to a solution of 7.4 g of phthalic anhydride in 100 ml of tetrahydrofuran at -70° C. After stirring the solution at the same temperature for 1 hour, the reaction solution was poured into 0.5-N hydrochloric acid, and extracted with chlorofor... The reactants are C(#C)[C@]1(C(N(CC1)C)=O)O ((R)-3-ethynyl-3-hydroxy-1-methylpyrrolidin-2-one), BrC=1C=CC2=C(C=3N(CCO2)C(=C(N3)C(=O)N)CN3C(=NC2=C3C=CC=C2)C)C1 (10-bromo-3-((2-methyl-1H-benzo[d]imidazol-1-yl)methyl)-5,6-dihydrobenzo[f]imidazo[1,2-d][1,4]oxazepine-2-carboxamide). Reagents/catalysts: C=1C=CC(=CC1)[P](C=2C=CC=CC2)(C=3C=CC=CC3)[Pd]([P](C=4C=CC=CC4)(C=5C=CC=CC5)C=6C=CC=CC6)([P](C=7C=CC=CC7)(C=8C=CC=CC8)C=9C=CC=CC9)[P](C=1C=CC=CC1)(C=1C=CC=CC1)C=1C=CC=CC1 (Pd(PPh3)4). The solvent is CS(=O)C (DMSO). Product: O[C@@]1(C(N(CC1)C)=O)C#CC=1C=CC2=C(C=3N(CCO2)C(=C(N3)C(=O)N)CN3C(=NC2=C3C=CC=C2)C)C1 ((R)-10-((3-hydroxy-1-methyl-2-oxopyrrolidin-3-yl)ethynyl)-3-((2-methyl-1H-benzo[d]imidazol-1-yl)methyl)-5,6-dihydrobenzo[f]imidazo[1,2-d][1,4]oxazepine-2-carboxamide). Yield: 19.0%. RXN SMILES: [C:1]([C@:3]1([OH:10])[CH2:7][CH2:6][N:5]([CH3:8])[C:4]1=[O:9])#[CH:2].Br[C:12]1[CH:13]=[CH:14][C:15]2[O:21][CH2:20][CH2:19][N:18]3[C:22]([CH2:28][N:29]4[C:33]5[CH:34]=[CH:35][CH:36]=[CH:37][C:32]=5[N:31]=[C:30]4[CH3:38])=[C:23]([C:25]([NH2:27])=[O:26])[N:24]=[C:17]3[C:16]=2[CH:39]=1>CS(C)=O.C1C=CC([P]([Pd]([P](C2C=CC=CC=2)(C2C=CC=CC=2)C2C=CC=CC=2)([P](C2C=CC=CC=2)(C2C=CC=CC=2)C2C=CC=CC=2)[P](C2C=CC=CC=2)(C2C=CC=CC=2)C2C=CC=CC=2)(C2C=CC=CC=2)C2C=CC=CC=2)=CC=1>[OH:10][C@@:3]1([C:1]#[C:2][C:12]2[CH:13]=[CH:14][C:15]3[O:21][CH2:20][CH2:19][N:18]4[C:22]([CH2:28][N:29]5[C:33]6[CH:34]=[CH:35][CH:36]=[CH:37][C:32]=6[N:31]=[C:30]5[CH3:38])=[C:23]([C:25]([NH2:27])=[O:26])[N:24]=[C:17]4[C:16]=3[CH:39]=2)[CH2:7][CH2:6][N:5]([CH3:8])[C:4]1=[O:9] |^1:47,49,68,87|. Procedure details: Similar to as described in General Procedure E with the exceptions of using Pd(PPh3)4 in DMSO, 10-bromo-3-((2-methyl-1H-benzo[d]imidazol-1-yl)methyl)-5,6-dihydrobenzo[f]imidazo[1,2-d][1,4]oxazepine-2-carboxamide was reacted with (R)-3-ethynyl-3-hydroxy-1-methylpyrrolidin-2-one to yield the titled compound as a yellow solid (21 mg, 19%). Starting materials: O=Cc1c(Cl)[nH]c2ccccc12, OB(O)c1ccsc1. Product: O=Cc1c(Cl)n(-c2ccsc2)c2ccccc12. RXN SMILES: [Cl:1][c:2]1[nH:3][c:4]2[cH:5][cH:6][cH:7][cH:8][c:9]2[c:10]1[CH:11]=[O:12].[s:13]1[cH:14][c:15]([B:18]([OH:19])[OH:20])[cH:16][cH:17]1>>[Cl:1][c:2]1[n:3](-[c:15]2[cH:14][s:13][cH:17][cH:16]2)[c:4]2[cH:5][cH:6][cH:7][cH:8][c:9]2[c:10]1[CH:11]=[O:12].